The task is: describe an organic reaction: reactants, conditions, products, and yield. This data is from the Open Reaction Database (ORD), a public repository of structured organic reaction records. The reactants are CCCC(Oc1ccc(Cl)cc1C=O)C(=O)OCC, Cc1ccccc1, OCCO, Cc1ccc(S(=O)(=O)O)cc1. Product: CCCC(Oc1ccc(Cl)cc1C1OCCO1)C(=O)OCC. Reaction SMILES: [CH2:1]([CH3:2])[O:3][C:4]([CH:5]([CH2:6][CH2:7][CH3:8])[O:9][c:10]1[c:11]([CH:17]=[O:18])[cH:12][c:13]([Cl:16])[cH:14][cH:15]1)=[O:19].[CH3:35][c:36]1[cH:37][cH:38][cH:39][cH:40][cH:41]1.[OH:20][CH2:21][CH2:22][OH:23].[c:24]1([CH3:25])[cH:26][cH:27][c:28]([S:29]([OH:30])(=[O:31])=[O:32])[cH:33][cH:34]1>>[CH2:1]([CH3:2])[O:3][C:4]([CH:5]([CH2:6][CH2:7][CH3:8])[O:9][c:10]1[c:11]([CH:17]2[O:18][CH2:22][CH2:21][O:20]2)[cH:12][c:13]([Cl:16])[cH:14][cH:15]1)=[O:19]. The reactants are C(C1=CC=CC=C1)(C1=CC=CC=C1)OC(=O)C1(CC1)O\N=C(/C(=O)N[C@H]1[C@H](N(C1=O)S(=O)(=O)O)CN1N=CC(=N1)C(C)N(/C(/NCCCNC(OC(C)(C)C)=O)=N/C(=O)OC(C)(C)C)C(=O)OC(C)(C)C)\C=1N=C(SC1)NC(=O)OC(C)(C)C ((2R,3S)-3-((Z)-2-((1-((benzhydryloxy)carbonyl)cyclopropoxy)imino)-2-(2-((tert-butoxycarbonyl)amino)thiazol-4-yl)acetamido)-2-((4-((E)-3-(tert-butoxycarbonyl)-4-((tert-butoxycarbonyl)imino)-12,12-dimethyl-10-oxo-11-oxa-3,5,9-triazatridecan-2-yl)-2H-1,2,3-triazol-2-yl)methyl)-4-oxoazetidine-1-sulfonic acid), C(=O)(C(F)(F)F)O (TFA). Solvent: C(Cl)Cl (DCM), C(Cl)Cl (DCM), ice water. Run at temperature 0 celsius. Yields the product NCCCNC(NC(C)C1=NN(N=C1)C[C@H]1N(C([C@H]1NC(\C(\C=1N=C(SC1)N)=N/OC1(CC1)C(=O)O)=O)=O)S(=O)(=O)O)=N (1-(((Z)-(2-(((2R,3S)-2-((4-(1-(3-(3-aminopropyl)guanidino)ethyl)-2H-1,2,3-triazol-2-yl)methyl)-4-oxo-1-sulfoazetidin-3-yl)amino)-1-(2-aminothiazol-4-yl)-2-oxoethylidene)amino)oxy)cyclopropanecarboxylic acid). Isolated yield 39.8%. Reaction SMILES: C([O:14][C:15]([C:17]1([O:20]/[N:21]=[C:22](/[C:72]2[N:73]=[C:74]([NH:77]C(OC(C)(C)C)=O)[S:75][CH:76]=2)\[C:23]([NH:25][C@@H:26]2[C:29](=[O:30])[N:28]([S:31]([OH:34])(=[O:33])=[O:32])[C@@H:27]2[CH2:35][N:36]2[N:40]=[C:39]([CH:41]([N:43](C(OC(C)(C)C)=O)/[C:44](=[N:57]/C(OC(C)(C)C)=O)/[NH:45][CH2:46][CH2:47][CH2:48][NH:49]C(=O)OC(C)(C)C)[CH3:42])[CH:38]=[N:37]2)=[O:24])[CH2:19][CH2:18]1)=[O:16])(C1C=CC=CC=1)C1C=CC=CC=1.C(O)(C(F)(F)F)=O>C(Cl)Cl>[NH2:49][CH2:48][CH2:47][CH2:46][NH:45][C:44](=[NH:57])[NH:43][CH:41]([C:39]1[CH:38]=[N:37][N:36]([CH2:35][C@@H:27]2[C@H:26]([NH:25][C:23](=[O:24])/[C:22](=[N:21]\[O:20][C:17]3([C:15]([OH:16])=[O:14])[CH2:19][CH2:18]3)/[C:72]3[N:73]=[C:74]([NH2:77])[S:75][CH:76]=3)[C:29](=[O:30])[N:28]2[S:31]([OH:34])(=[O:32])=[O:33])[N:40]=1)[CH3:42]. Procedure: Followed the general procedure for the acid mediated deprotection using (2R,3S)-3-((Z)-2-((1-((benzhydryloxy)carbonyl)cyclopropoxy)imino)-2-(2-((tert-butoxycarbonyl)amino)thiazol-4-yl)acetamido)-2-((4-((E)-3-(tert-butoxycarbonyl)-4-((tert-butoxycarbonyl)imino)-12,12-dimethyl-10-oxo-11-oxa-3,5,9-triazatridecan-2-yl)-2H-1,2,3-triazol-2-yl)methyl)-4-oxoazetidine-1-sulfonic acid (0.133 mmol), TFA (410 μl, 5.32 mmol) anisole (29 μL, 0.27 mmol) and DCM (1.33 mL). The reaction mixture was cooled to 0° ... Starting materials: C1(=CC=CC=C1)C1CC(CC(C1)=O)=O (5-phenylcyclohexane-1,3-dione), NCC(C)O (3-aminopropan-2-ol), 4A. The solvent is O1CCCC1 (tetrahydrofuran). Run at temperature 150 celsius, time 4 hour. The product is CC1=CNC=2CC(CC(C12)=O)C1=CC=CC=C1 (3-methyl-6-phenyl-4,5,6,7-tetrahydroindol-4-one). The yield is 38.4%. Reaction SMILES: [C:1]1([CH:7]2[CH2:12][C:11](=O)[CH2:10][C:9](=[O:14])[CH2:8]2)[CH:6]=[CH:5][CH:4]=[CH:3][CH:2]=1.[NH2:15][CH2:16][CH:17](O)[CH3:18]>O1CCCC1>[CH3:18][C:17]1[C:10]2[C:9](=[O:14])[CH2:8][CH:7]([C:1]3[CH:2]=[CH:3][CH:4]=[CH:5][CH:6]=3)[CH2:12][C:11]=2[NH:15][CH:16]=1. Reported procedure: A mixture of 5-phenylcyclohexane-1,3-dione (5.0 g), 3-aminopropan-2-ol (2.6 g), molecular sieves 4A (30 g) and tetrahydrofuran (70 ml) was refluxed for 12 hours and cooled, and insoluble materials were filtered off. Under reduced pressure, the solvent was evaporated, and the residue was dissolved in dimethylformamide (130 ml). To the solution were added 2-bromomesitylene (5.3 g), tetrakistriphenylphosphine palladium (0.77 g) and potassium carbonate (7.3 g), and the mixture was stirred at 150° C.... Starting materials: C(=O)([O-])[O-].[K+].[K+] (K2CO3), OC1=CC=C(N)C=C1 (4-hydroxyaniline), CN(C=O)C (dimethylformamide), ClC1=NC(=CN=C1)NC1=CC(=C(C(=C1)OC)OC)OC (2-chloro-6-(3,4,5-trimethoxyphenylamino)-pyrazine). Conditions: time 5 minute. Yields the product COC=1C=C(CNC2=NC(=CN=C2)OC2=CC=C(C=C2)N)C=C(C1OC)OC (2-(3,4,5-trimethoxybenzylamino)-6-(4-aminophenyloxy)-pyrazine). Isolated yield 26.0%. Reaction SMILES: [OH:1][C:2]1[CH:8]=[CH:7][C:5]([NH2:6])=[CH:4][CH:3]=1.[C:9]([O-:12])([O-])=O.[K+].[K+].Cl[C:16]1[CH:21]=[N:20][CH:19]=[C:18]([NH:22][C:23]2[CH:28]=[C:27](OC)[C:26]([O:31][CH3:32])=[C:25]([O:33][CH3:34])[CH:24]=2)[N:17]=1.[CH3:35]N(C)C=O>>[CH3:32][O:31][C:26]1[CH:27]=[C:28]([CH:35]=[C:24]([O:12][CH3:9])[C:25]=1[O:33][CH3:34])[CH2:23][NH:22][C:18]1[CH:19]=[N:20][CH:21]=[C:16]([O:1][C:2]2[CH:8]=[CH:7][C:5]([NH2:6])=[CH:4][CH:3]=2)[N:17]=1 |f:1.2.3|. Procedure: Method CC. To 58.0 mg (0.53 mmol) 4-hydroxyaniline, in 5 mL dimethylformamide were added under stirring and argon 67 mg (0.60 mmol) K-tert-BuO and 42 mg (0.3 mmol) K2CO3. After 5 minutes, 150 mg (0.51 mmol) 2-chloro-6-(3,4,5-trimethoxyphenylamino)-pyrazine were added and the reaction mixture submitted to microwave (30 minutes, 110° C., 200 W). The reaction mixture was filtered and poured in 20 mL water. The emulsion was extracted with (2×20 mL) AcOEt, the organic layer pooled, dried and evaporat... The reactants are CC1=C(C(=O)C2=C(C1=O)N3C[C@H]4[C@@H]([C@@]3([C@@H]2COC(=O)N)OC)N4C)OC (N-methylmitomycin A), C1(CC1)N (cyclopropylamine). Solvent: CO (methanol). The product is C(N)(O)=O.OCC1C2(N(C=3C(C(=C(C(C13)=O)NC1CC1)C)=O)CC1C2N1C)OC (1,1a,2,8,8a,8b-Hexahydro-8-(hydroxymethyl)-8a-methoxy-1,5-dimethyl-6-cyclopropylamino-azirino[2',3':3,4]pyrrolo[1,2-a]indole-4,7-dione carbamate). The yield is 59.7%. As a reaction SMILES: [CH3:1][C:2]1[C:8](=[O:9])[C:7]2[N:10]3[C@@:14]([O:21][CH3:22])([C@H:15]([CH2:16][O:17][C:18]([NH2:20])=[O:19])[C:6]=2[C:4](=[O:5])[C:3]=1OC)[C@H:13]1[N:23]([CH3:24])[C@H:12]1[CH2:11]3.[CH:27]1([NH2:30])[CH2:29][CH2:28]1>CO>[C:18](=[O:17])([OH:19])[NH2:20].[OH:17][CH2:16][CH:15]1[C:6]2[C:4](=[O:5])[C:3]([NH:30][CH:27]3[CH2:29][CH2:28]3)=[C:2]([CH3:1])[C:8](=[O:9])[C:7]=2[N:10]2[CH2:11][CH:12]3[N:23]([CH3:24])[CH:13]3[C:14]12[O:21][CH3:22] |f:3.4|. Procedure: To a solution of 75 mg (0.2 mmol) of N-methylmitomycin A in 10 ml of anhydrous methanol, 2ml of cyclopropylamine was added with stirring. The reaction mixture was stirred overnight, whereupon TLC indicated no remaining starting material. The solvent was then evaporated under reduced pressure and the residue was chromatographed using silica-gel as adsorbent. The fraction obtained by eluting the column with ethyl acetate was evaporated under reduced pressure. Recrystallization from a mixture of me... The reactants are ClCCl, Nc1nc2cc(CO)ccc2c2cccnc12, O=[Mn]=O. Yields the product Nc1nc2cc(C=O)ccc2c2cccnc12. Reaction SMILES: [Cl:18][CH2:19][Cl:20].[NH2:1][c:2]1[n:3][c:4]2[c:5]([c:6]3[cH:7][cH:8][cH:9][n:10][c:11]13)[cH:12][cH:13][c:14]([CH2:16][OH:17])[cH:15]2.[O:21]=[Mn:22]=[O:23]>>[NH2:1][c:2]1[n:3][c:4]2[c:5]([c:6]3[cH:7][cH:8][cH:9][n:10][c:11]13)[cH:12][cH:13][c:14]([CH:16]=[O:17])[cH:15]2.